describe an organic reaction: reactants, conditions, products, and yield From a dataset of the Open Reaction Database (ORD), a public repository of structured organic reaction records. The reactants are ClC(Cl)Cl, Fc1cc(Cl)ccc1N=C=S, C1=C(N2CCOCC2)CCCC1. Product: Fc1cc(Cl)ccc1NC(=S)C1CCCC=C1N1CCOCC1. Reaction SMILES: [CH:24]([Cl:25])([Cl:26])[Cl:27].[Cl:1][c:2]1[cH:3][c:4]([F:11])[c:5]([N:8]=[C:9]=[S:10])[cH:6][cH:7]1.[O:12]1[CH2:13][CH2:14][N:15]([C:18]2=[CH:19][CH2:20][CH2:21][CH2:22][CH2:23]2)[CH2:16][CH2:17]1>>[Cl:1][c:2]1[cH:3][c:4]([F:11])[c:5]([NH:8][C:9](=[S:10])[CH:23]2[C:18]([N:15]3[CH2:14][CH2:13][O:12][CH2:17][CH2:16]3)=[CH:19][CH2:20][CH2:21][CH2:22]2)[cH:6][cH:7]1. The reactants are CC(C)(C)O, C1CNCCN1, Clc1nsc2ccccc12, O. The product is c1ccc2c(N3CCNCC3)nsc2c1, Cl. Reaction SMILES: [C:18]([OH:19])([CH3:20])([CH3:21])[CH3:22].[CH2:1]1[CH2:2][NH:3][CH2:4][CH2:5][NH:6]1.[Cl:7][c:8]1[n:9][s:10][c:11]2[c:12]1[cH:13][cH:14][cH:15][cH:16]2.[OH2:17]>>[CH2:1]1[CH2:2][N:3]([c:8]2[n:9][s:10][c:11]3[c:12]2[cH:13][cH:14][cH:15][cH:16]3)[CH2:4][CH2:5][NH:6]1.[ClH:7]. Reactants: CCOC(=O)C(=O)c1csc(NC(=S)NC(=O)c2ccccc2)n1, CCO, [Cl-], N, [NH4+], O=C(O)CN1C(=O)CSC1=S. Yields the product CCOC(=O)C(=C1SC(=S)N(CC(=O)O)C1=O)c1csc(NC(=S)NC(=O)c2ccccc2)n1. RXN SMILES: [C:1]([c:2]1[cH:3][cH:4][cH:5][cH:6][cH:7]1)(=[O:8])[NH:9][C:10]([NH:11][c:12]1[s:13][cH:14][c:15]([C:17]([C:18](=[O:19])[O:20][CH2:21][CH3:22])=[O:23])[n:16]1)=[S:24].[CH3:39][CH2:40][OH:41].[Cl-:36].[NH3:38].[NH4+:37].[S:25]1[C:26](=[S:27])[N:28]([CH2:32][C:33](=[O:34])[OH:35])[C:29](=[O:30])[CH2:31]1>>[C:1]([c:2]1[cH:3][cH:4][cH:5][cH:6][cH:7]1)(=[O:8])[NH:9][C:10]([NH:11][c:12]1[s:13][cH:14][c:15]([C:17]([C:18](=[O:19])[O:20][CH2:21][CH3:22])=[C:31]2[S:25][C:26](=[S:27])[N:28]([CH2:32][C:33](=[O:34])[OH:35])[C:29]2=[O:30])[n:16]1)=[S:24]. Reactants: C(C1=CC=CC=C1)(=O)C1=CC=C(C(=O)N2CCC3=C(CC2)C=CO3)C=C1 (6-(4-benzoylbenzoyl)-5,6,7,8-tetrahydro-4H-furo[2,3-d]azepine), CNC (dimethylamine), C=O (formaldehyde). The solvent is C(C)(=O)O (acetic acid). Run at temperature 100 celsius, time 30 minute. The product is CN(C)CC1=CC2=C(CCN(CC2)C(C2=CC=C(C=C2)C(C2=CC=CC=C2)=O)=O)O1 (N,N-dimethyl-[6-(4-benzoylbenzoyl)-5,6,7,8-tetrahydro-4H-furo[2,3-d]azepin-2-ylmethyl]amine). As a reaction SMILES: [C:1]([C:9]1[CH:26]=[CH:25][C:12]([C:13]([N:15]2[CH2:21][CH2:20][C:19]3[CH:22]=[CH:23][O:24][C:18]=3[CH2:17][CH2:16]2)=[O:14])=[CH:11][CH:10]=1)(=[O:8])[C:2]1[CH:7]=[CH:6][CH:5]=[CH:4][CH:3]=1.[CH3:27][NH:28][CH3:29].[CH2:30]=O>C(O)(=O)C>[CH3:27][N:28]([CH2:30][C:23]1[O:24][C:18]2[CH2:17][CH2:16][N:15]([C:13](=[O:14])[C:12]3[CH:11]=[CH:10][C:9]([C:1](=[O:8])[C:2]4[CH:3]=[CH:4][CH:5]=[CH:6][CH:7]=4)=[CH:26][CH:25]=3)[CH2:21][CH2:20][C:19]=2[CH:22]=1)[CH3:29]. Procedure details: To a solution of 0.179 g (0.518 mmol) of 6-(4-benzoylbenzoyl)-5,6,7,8-tetrahydro-4H-furo[2,3-d]azepine in 20 ml of acetic acid, 56 mg (0.62 mmol) of 50% aqueous dimethylamine and 50 mg (0.62 mmol) of 37% aqueous formaldehyde were added, followed by stirring at 100° C. for 30 minutes. After the solvent was distilled off under reduced pressure, the residual solution was alkalified with aqueous sodium hydroxide and extracted with dichloromethane 3 times. The combined organic layer was dried over an... Run in O (water). Reported procedure: A vial was charged with (S)-1′-bromo-2′-(neopentyloxy)-7′-(pyridin-3-yl)-5H-spiro[oxazole-4,9′-xanthen]-2-amine (68.1 mg, 0.138 mmol), dicyanozinc (81 mg, 0.689 mmol), tetrakis(triphenylphosphine)palladium(0) (31.8 mg, 0.028 mmol), and DMF (689 μL). The vial was sealed and placed in a 120° C. oil bath for 12 hours. The mixture was diluted with water and extracted with DCM (3×). The combined organic extracts were dried over sodium sulfate, filtered, and evaporated. The residue was chromatographed... Yields the product NC=1OC[C@@]2(C3=CC(=CC=C3OC=3C=CC(=C(C23)C#N)OCC(C)(C)C)C=2C=NC=CC2)N1 ((S)-2-amino-2′-(neopentyloxy)-7′-(pyridin-3-yl)-5H-spiro[oxazole-4,9′-xanthene]-1′-carbonitrile). RXN SMILES: Br[C:2]1[C:15]2[C@:14]3([CH2:19][O:18][C:17]([NH2:20])=[N:16]3)[C:13]3[C:8](=[CH:9][CH:10]=[C:11]([C:21]4[CH:22]=[N:23][CH:24]=[CH:25][CH:26]=4)[CH:12]=3)[O:7][C:6]=2[CH:5]=[CH:4][C:3]=1[O:27][CH2:28][C:29]([CH3:32])([CH3:31])[CH3:30].[C:33]([Zn]C#N)#[N:34].CN(C=O)C>O.C1C=CC([P]([Pd]([P](C2C=CC=CC=2)(C2C=CC=CC=2)C2C=CC=CC=2)([P](C2C=CC=CC=2)(C2C=CC=CC=2)C2C=CC=CC=2)[P](C2C=CC=CC=2)(C2C=CC=CC=2)C2C=CC=CC=2)(C2C=CC=CC=2)C2C=CC=CC=2)=CC=1>[NH2:20][C:17]1[O:18][CH2:19][C@@:14]2([N:16]=1)[C:15]1[C:2]([C:33]#[N:34])=[C:3]([O:27][CH2:28][C:29]([CH3:31])([CH3:30])[CH3:32])[CH:4]=[CH:5][C:6]=1[O:7][C:8]1[C:13]2=[CH:12][C:11]([C:21]2[CH:22]=[N:23][CH:24]=[CH:25][CH:26]=2)=[CH:10][CH:9]=1 |^1:47,49,68,87|. Reagents/catalysts: C=1C=CC(=CC1)[P](C=2C=CC=CC2)(C=3C=CC=CC3)[Pd]([P](C=4C=CC=CC4)(C=5C=CC=CC5)C=6C=CC=CC6)([P](C=7C=CC=CC7)(C=8C=CC=CC8)C=9C=CC=CC9)[P](C=1C=CC=CC1)(C=1C=CC=CC1)C=1C=CC=CC1 (tetrakis(triphenylphosphine)palladium(0)). Reactants: BrC1=C(C=CC=2OC3=CC=C(C=C3[C@@]3(C12)N=C(OC3)N)C=3C=NC=CC3)OCC(C)(C)C ((S)-1′-bromo-2′-(neopentyloxy)-7′-(pyridin-3-yl)-5H-spiro[oxazole-4,9′-xanthen]-2-amine), C(#N)[Zn]C#N (dicyanozinc), CN(C)C=O (DMF). The reactants are CN1C(=O)NC(=O)C1 (1-Methylhydantoin), BrBr (Bromine). Solvent: O1CCOCC1 (dioxane). Reaction conditions: temperature 70 celsius, time 60 minute. The product is BrC1C(NC(N1C)=O)=O (5-bromo-1-methylhydantoin). RXN SMILES: [CH3:1][N:2]1[CH2:8][C:6](=[O:7])[NH:5][C:3]1=[O:4].[Br:9]Br>O1CCOCC1>[Br:9][CH:8]1[N:2]([CH3:1])[C:3](=[O:4])[NH:5][C:6]1=[O:7]. Procedure details: 1-Methylhydantoin (114 g (1 mol); manufactured by Junsei Chemical Corporation) was dissolved in 1000 mL of dioxane (manufactured by Junsei Chemical Corporation). Trifluoroboron ether complex (0.1 g; manufactured by Tokyo Chemical Industry Co., Ltd.) was added to the solution, and the temperature was raised to 70° C. with stirring. Bromine (160 g (1 mol); manufactured by Junsei Chemical Corporation) was added dropwise thereto at 70° C. over a period of about 60 min. After the completion of dropwi...